This data is from the Open Reaction Database (ORD), a public repository of structured organic reaction records. The task is: describe an organic reaction: reactants, conditions, products, and yield Reactants: OCC#CCOCC12CC3C(CCC3C3(C2(C(=CC1C3)C(C)C)C(=O)[O-])C=O)C (8a-[(4-hydroxybut-2-yn-1-yl-oxy)methyl]-4-formyl-4,4a,5,6,7,7a,8,8a-octahydro-7-methyl-3-(1-methylethyl)-1,4-methano-s-indacene-3a(1H)-carboxylate), [H][H] (hydrogen). The reagents and catalysts are [OH-].[OH-].[Pd+2] (palladium hydroxide on carbon). Run in CO (methanol). The product is OCCCCOCC12CC3C(CCC3C3(C2(C(=CC1C3)C(C)C)C(=O)O)C=O)C (8a-[(4-hydroxybutyloxy)methyl]-4-formyl-4,4a,5,6,7,7a,8,8a-octahydro-7-methyl-3-(1-methylethyl)-1,4-methano-s-indacene-3a(1H)-carboxylic acid). As a reaction SMILES: [OH:1][CH2:2][C:3]#[C:4][CH2:5][O:6][CH2:7][C:8]12[CH:19]3[CH2:20][C:15]([CH:27]=[O:28])([C:16]1([C:24]([O-:26])=[O:25])[C:17]([CH:21]([CH3:23])[CH3:22])=[CH:18]3)[CH:14]1[CH:10]([CH:11]([CH3:29])[CH2:12][CH2:13]1)[CH2:9]2.[H][H]>CO.[OH-].[OH-].[Pd+2]>[OH:1][CH2:2][CH2:3][CH2:4][CH2:5][O:6][CH2:7][C:8]12[CH:19]3[CH2:20][C:15]([CH:27]=[O:28])([C:16]1([C:24]([OH:26])=[O:25])[C:17]([CH:21]([CH3:22])[CH3:23])=[CH:18]3)[CH:14]1[CH:10]([CH:11]([CH3:29])[CH2:12][CH2:13]1)[CH2:9]2 |f:3.4.5|. Procedure details: The alcohol obtained above was dissolved in methanol and palladium hydroxide on carbon (Pearlman's catalyst) was added. The reaction mixture was stirred under one atmosphere of hydrogen for 3 hours. The mixture was filtered and the filtrate was concentrated in vacuo to give the title compound. 1H NMR (CDCl3): δ0.82 (3H, d, J=6.9), 0.95 (3H, d, J=6.7), 1.02 (3H, d, J=6.8), 1.20-2.10 (15H, m), 2.33 (1H, m), 2.37 (1H, m), 3.26-4.00 (6H, m), 6.02 (1H, m), 9.88 (1H, s). Starting materials: CCc1nc2c(C)cc(C)nc2n1Cc1ccc2c(c1)CCc1ccccc1C2=CC#N, CC(C)O, ClCCl, O. The product is N#CC=C1c2ccccc2CCc2cc(C=O)ccc21. Reaction SMILES: [CH2:1]([c:2]1[n:3]([CH2:14][c:15]2[cH:16][c:17]3[c:18]([cH:31][cH:32]2)[C:19](=[CH:28][C:29]#[N:30])[c:20]2[c:21]([cH:24][cH:25][cH:26][cH:27]2)[CH2:22][CH2:23]3)[c:4]2[n:5][c:6]([CH3:7])[cH:8][c:9]([CH3:10])[c:11]2[n:12]1)[CH3:13].[CH:33]([CH3:34])([CH3:35])[OH:36].[Cl:38][CH2:39][Cl:40].[OH2:37]>>[CH:14]([c:15]1[cH:16][c:17]2[c:18]([cH:31][cH:32]1)[C:19](=[CH:28][C:29]#[N:30])[c:20]1[c:21]([cH:24][cH:25][cH:26][cH:27]1)[CH2:22][CH2:23]2)=[O:36].